The task is: describe an organic reaction: reactants, conditions, products, and yield. This data is from the Open Reaction Database (ORD), a public repository of structured organic reaction records. Starting materials: C=CCN=C=S, CC(C)(C)c1cc(C(Cl)=NO)cc(Cl)c1O, CC(C)(C)c1cc(C=NO)cc(C(C)(C)C)c1O. Yields the product CC(C)(C)c1cc(C2=NOC(CN=C=S)C2)cc(Cl)c1O. RXN SMILES: [CH2:35]([CH:36]=[CH2:37])[N:38]=[C:39]=[S:40].[Cl:19][C:20]([c:21]1[cH:22][c:23]([Cl:32])[c:24]([OH:31])[c:25]([C:27]([CH3:28])([CH3:29])[CH3:30])[cH:26]1)=[N:33][OH:34].[OH:1][c:2]1[c:3]([C:4]([CH3:5])([CH3:6])[CH3:7])[cH:8][c:9]([CH:10]=[N:11][OH:12])[cH:13][c:14]1[C:15]([CH3:16])([CH3:17])[CH3:18]>>[C:20]1([c:21]2[cH:22][c:23]([Cl:32])[c:24]([OH:31])[c:25]([C:27]([CH3:28])([CH3:29])[CH3:30])[cH:26]2)=[N:33][O:34][CH:36]([CH2:35][N:38]=[C:39]=[S:40])[CH2:37]1. As a reaction SMILES: [Mn]([O-])(=O)(=O)=[O:2].[K+].[Cl:7][C:8]1[CH:17]=[C:16]2[C:11]([CH:12]=[C:13]([CH2:18][OH:19])[N:14]=[CH:15]2)=[CH:10][N:9]=1>O.[OH-].[Na+]>[Cl:7][C:8]1[CH:17]=[C:16]2[C:11]([CH:12]=[C:13]([C:18]([OH:2])=[O:19])[N:14]=[CH:15]2)=[CH:10][N:9]=1 |f:0.1,4.5|. Yields the product ClC1=NC=C2C=C(N=CC2=C1)C(=O)O (7-chloro-2,6-naphthyridine-3-carboxylic acid). Procedure details: Potassium permanganate (280 mg, 1.8 mmol) was added in small portions to a slurry of (7-chloro-2,6-naphthyridin-3-yl)methanol (105 mg, 0.54 mmol) in water (2 mL). The mixture was stirred for 30 minutes at room temperature, and was then diluted with sodium hydroxide (1.0M solution in water, 5 mL) and filtered over Celite. The filtrate was acidified to a pH of ˜3 via addition of citric acid, and the resulting precipitate was collected by vacuum filtration and washed with water (2×5 mL) to afford t... Solvent: O (water), [OH-].[Na+] (sodium hydroxide). Starting materials: [Mn](=O)(=O)(=O)[O-].[K+] (Potassium permanganate), ClC1=NC=C2C=C(N=CC2=C1)CO ((7-chloro-2,6-naphthyridin-3-yl)methanol). Reaction conditions: time 30 minute. Yield: 48.8%. The reactants are C1(=CC=CC=C1)CN1CC(CC1)CNCC(F)(F)F (1-(phenylmethyl)-N-(2,2,2-trifluoroethyl)-3-pyrrolidinemethanamine), [H][H] (hydrogen). Isolated yield 53.2%. RXN SMILES: C1(C[N:8]2[CH2:12][CH2:11][CH:10]([CH2:13][NH:14][CH2:15][C:16]([F:19])([F:18])[F:17])[CH2:9]2)C=CC=CC=1.[H][H]>[Pd].CO>[F:19][C:16]([F:17])([F:18])[CH2:15][NH:14][CH2:13][CH:10]1[CH2:11][CH2:12][NH:8][CH2:9]1. The solvent is CO (methanol). The reagents and catalysts are [Pd] (palladium on carbon). Product: FC(CNCC1CNCC1)(F)F (N-(2,2,2-trifluoroethyl)-3-pyrrolidinemethanamine). Reported procedure: A mixture of 7.15 g (26.3 mmole) 1-(phenylmethyl)-N-(2,2,2-trifluoroethyl)-3-pyrrolidinemethanamine 100 ml of methanol and 0.7 g of 20% palladium on carbon was shaken in an atmosphere of hydrogen at about 50 psi and at room temperature for 24 hours. The catalyst was filtered and the filtrate evaporated under reduced pressure. The residue was distilled under vacuum (63°-65° C., 2.8 mm Hg) to give 2.55 g of N-(2,2,2-trifluoroethyl)-3-pyrrolidinemethanamine. Reactants: ClC(=O)OC1=C(C=CC=C1)OC (2-methoxyphenol chloroformate), CC(CC(C)O)O (2,4-pentanediol). Product: COC1=C(OC(=O)OC(C)CC(C)O)C=CC=C1 (2-(2-Methoxyphenoxycarbonyloxy)-4-pentanol). Reaction SMILES: Cl[C:2]([O:4][C:5]1[CH:10]=[CH:9][CH:8]=[CH:7][C:6]=1[O:11][CH3:12])=[O:3].[CH3:13][CH:14]([OH:19])[CH2:15][CH:16]([OH:18])[CH3:17]>>[CH3:12][O:11][C:6]1[CH:7]=[CH:8][CH:9]=[CH:10][C:5]=1[O:4][C:2]([O:18][CH:16]([CH2:15][CH:14]([OH:19])[CH3:13])[CH3:17])=[O:3]. Procedure details: The reaction of 2-methoxyphenol chloroformate with 2,4-pentanediol is conducted on a 0.01 mole scale employing the same conditions as described in Example III. A 1.5 g yield of the pure product is obtained as an oil.